Dataset: the Open Reaction Database (ORD), a public repository of structured organic reaction records. Task: describe an organic reaction: reactants, conditions, products, and yield Reactants: CN1CCc2c(c(=O)n(C)c(=O)n2CCOC2CCCCO2)C1, Cl, [Na+], [OH-], O. Product: CN1CCc2c(c(=O)n(C)c(=O)n2CCO)C1. As a reaction SMILES: [CH3:1][n:2]1[c:3](=[O:23])[n:4]([CH2:14][CH2:15][O:16][CH:17]2[CH2:18][CH2:19][CH2:20][CH2:21][O:22]2)[c:5]2[c:6]([c:7]1=[O:8])[CH2:9][N:10]([CH3:13])[CH2:11][CH2:12]2.[ClH:24].[Na+:26].[OH-:25].[OH2:27]>>[CH3:1][n:2]1[c:3](=[O:23])[n:4]([CH2:14][CH2:15][OH:16])[c:5]2[c:6]([c:7]1=[O:8])[CH2:9][N:10]([CH3:13])[CH2:11][CH2:12]2.